This data is from the Open Reaction Database (ORD), a public repository of structured organic reaction records. The task is: describe an organic reaction: reactants, conditions, products, and yield Reactants: NC1CCN(Cc2ccccc2)C1, O=C(O)C1CCCCN1c1nc2ccccc2o1. The product is O=C(NC1CCN(Cc2ccccc2)C1)C1CCCCN1c1nc2ccccc2o1. RXN SMILES: [CH2:19]([c:20]1[cH:21][cH:22][cH:23][cH:24][cH:25]1)[N:26]1[CH2:27][CH:28]([NH2:31])[CH2:29][CH2:30]1.[o:1]1[c:2]([N:10]2[CH:11]([C:16](=[O:17])[OH:18])[CH2:12][CH2:13][CH2:14][CH2:15]2)[n:3][c:4]2[c:5]1[cH:6][cH:7][cH:8][cH:9]2>>[o:1]1[c:2]([N:10]2[CH:11]([C:16](=[O:18])[NH:31][CH:28]3[CH2:27][N:26]([CH2:19][c:20]4[cH:21][cH:22][cH:23][cH:24][cH:25]4)[CH2:30][CH2:29]3)[CH2:12][CH2:13][CH2:14][CH2:15]2)[n:3][c:4]2[c:5]1[cH:6][cH:7][cH:8][cH:9]2. Yields the product COC(C(C(=O)OC)=C(C)C=1OC(=CC1)C)=O (2-[1-(5-methyl-furan-2-yl)-ethylidene]-malonic acid dimethyl ester). As a reaction SMILES: [C:1]([O:8][CH3:9])(=[O:7])[CH2:2][C:3]([O:5][CH3:6])=[O:4].[C:10]([C:13]1[O:14][C:15]([CH3:18])=[CH:16][CH:17]=1)(=O)[CH3:11].N1C=CC=CC=1.ClCCl>O1CCCC1.Cl[Ti](Cl)(Cl)Cl.O>[CH3:6][O:5][C:3](=[O:4])[C:2](=[C:10]([C:13]1[O:14][C:15]([CH3:18])=[CH:16][CH:17]=1)[CH3:11])[C:1]([O:8][CH3:9])=[O:7]. Reported procedure: Step A To a solution of dimethyl malonate (6.5 g, 49 mmol), 2-acetyl-5-methylfuran (6.1 g, 49 mmol) and pyridine (16 g, 200 mmol) in anhydrous tetrahydrofuran (300 mL) at 0° C. was added a dichloromethane solution (1 M) of TiCl4 (100 mL, 100 mmol) during a period of 1 h. After the addition was finished, the reaction mixture was gradually warmed room temperature and stirred for 18 h. Water was added to quench the reaction. The mixture was extracted with ethyl ether. The organic layer was separate... Reactants: C(CC(=O)OC)(=O)OC (dimethyl malonate), C(C)(=O)C=1OC(=CC1)C (2-acetyl-5-methylfuran), N1=CC=CC=C1 (pyridine), ClCCl (dichloromethane). Isolated yield 31.7%. Run in O (Water), O1CCCC1 (tetrahydrofuran). The reagents and catalysts are Cl[Ti](Cl)(Cl)Cl (TiCl4). Reaction conditions: time 18 hour.